This data is from the Open Reaction Database (ORD), a public repository of structured organic reaction records. The task is: describe an organic reaction: reactants, conditions, products, and yield The reactants are BrC1=CC(=C2C=NN(C2=C1)C)[N+](=O)[O-] (6-Bromo-1-methyl-4-nitro-1H-indazole), N1C=CC2=C(C=CC=C12)B(O)O (1H-indol-4-ylboronic acid), CC(C)O (propan-2-ol), C([O-])(O)=O.[Na+] (sodium bicarbonate). Reagents/catalysts: C1=CC=C(C=C1)P([C-]2C=CC=C2)C3=CC=CC=C3.C1=CC=C(C=C1)P([C-]2C=CC=C2)C3=CC=CC=C3.Cl[Pd]Cl.[Fe+2] (Pd(dppf)Cl2). The solvent is C(C)(=O)OCC (Ethyl acetate). Conditions: temperature 150 celsius. Yields the product N1C=CC2=C(C=CC=C12)C1=CC(=C2C=NN(C2=C1)C)[N+](=O)[O-] (6-(1H-Indol-4-yl)-1-methyl-4-nitro-1H-indazole). Isolated yield 43.0%. RXN SMILES: Br[C:2]1[CH:10]=[C:9]2[C:5]([CH:6]=[N:7][N:8]2[CH3:11])=[C:4]([N+:12]([O-:14])=[O:13])[CH:3]=1.[NH:15]1[C:23]2[C:18](=[C:19](B(O)O)[CH:20]=[CH:21][CH:22]=2)[CH:17]=[CH:16]1.CC(O)C.C(=O)(O)[O-].[Na+]>C1C=CC(P(C2C=CC=CC=2)[C-]2C=CC=C2)=CC=1.C1C=CC(P(C2C=CC=CC=2)[C-]2C=CC=C2)=CC=1.Cl[Pd]Cl.[Fe+2].C(OCC)(=O)C>[NH:15]1[C:23]2[C:18](=[C:19]([C:2]3[CH:10]=[C:9]4[C:5]([CH:6]=[N:7][N:8]4[CH3:11])=[C:4]([N+:12]([O-:14])=[O:13])[CH:3]=3)[CH:20]=[CH:21][CH:22]=2)[CH:17]=[CH:16]1 |f:3.4,5.6.7.8|. Reported procedure: 6-Bromo-1-methyl-4-nitro-1H-indazole (100 mg, 0.39 mmol), Pd(dppf)Cl2 (32 mg, 0.04 mmol) and 1H-indol-4-ylboronic acid (94 mg, 0.59 mmol) were treated with a 4:1 mixture of propan-2-ol and saturated sodium bicarbonate solution (3 ml) and the reaction was heated in a microwave at 150° C. for 10 mins. Ethyl acetate was added, a solid was filtered off and the filtrate was partitioned between ethyl acetate and water. The water was washed twice with ethyl acetate and the combined organics were washed... The reactants are C(=O)(OCC1C2=CC=CC=C2C2=CC=CC=C12)ON1C(=O)CCC1=O (Fmoc-OSu), Cl.C(=O)(O)C1=CC=C(C=C1)C1=CC=C(CN)C=C1 (4-(4-Carboxyphenyl)benzylamine hydrochloride). Solvent: O1CCOCC1 (dioxane), C(=O)([O-])[O-].[Na+].[Na+] (Na2CO3), O1CCOCC1 (dioxane). Reaction conditions: time 4 hour. Product: C(=O)(OCC1C2=CC=CC=C2C2=CC=CC=C12)NCC1=CC=C(C=C1)C1=CC=C(C=C1)C(=O)O (N-Fmoc-4-(4-carboxyphenyl)benzylamine). The yield is 49.8%. As a reaction SMILES: Cl.[C:2]([C:5]1[CH:10]=[CH:9][C:8]([C:11]2[CH:18]=[CH:17][C:14]([CH2:15][NH2:16])=[CH:13][CH:12]=2)=[CH:7][CH:6]=1)([OH:4])=[O:3].[C:19](ON1C(=O)CCC1=O)([O:21][CH2:22][CH:23]1[C:35]2[C:30](=[CH:31][CH:32]=[CH:33][CH:34]=2)[C:29]2[C:24]1=[CH:25][CH:26]=[CH:27][CH:28]=2)=[O:20]>C([O-])([O-])=O.[Na+].[Na+].O1CCOCC1>[C:19]([NH:16][CH2:15][C:14]1[CH:17]=[CH:18][C:11]([C:8]2[CH:7]=[CH:6][C:5]([C:2]([OH:4])=[O:3])=[CH:10][CH:9]=2)=[CH:12][CH:13]=1)([O:21][CH2:22][CH:23]1[C:24]2[C:29](=[CH:28][CH:27]=[CH:26][CH:25]=2)[C:30]2[C:35]1=[CH:34][CH:33]=[CH:32][CH:31]=2)=[O:20] |f:0.1,3.4.5|. Procedure: 4-(4-Carboxyphenyl)benzylamine hydrochloride (10 g, 0.038 mol) was taken in a mixture of 10% Na2CO3 (100 mL) and dioxane (25 mL). To this a solution of Fmoc-OSu (15.4 g, 0.045 mol) in dioxane (50 mL) was added at 10° C. and the reaction was stirred at RT for 4 h. Solvent was removed under reduced pressure and the residue was acidified with an aqueous solution of HCl (1.5 N), extracted with EtOAc and the crude was recrystallised from EtOAc to give N-Fmoc-4-(4-carboxyphenyl)benzylamine (8.5 g, 45%... Starting materials: C(C)(C)(C)OC(=O)N1CCC(CC1)OC1=C(C(=O)NC=2C(=NC=CC2)C(=O)NC2=NC=C(C=C2)Cl)C=CC(=C1)SC (3-[2-(1-tert-butoxycarbonylpiperidin-4-yloxy)-4-(methylthio)benzoylamino]-N-(5-chloropyridin-2-yl)pyridine-2-carboxamide). Solvent: C(=O)(C(F)(F)F)O (TFA). Run at time 5 minute. The product is ClC=1C=CC(=NC1)NC(=O)C1=NC=CC=C1NC(C1=C(C=C(C=C1)SC)OC1CCNCC1)=O (N-(5-Chloropyridin-2-yl)-3-[4-(methylthio)-2-(piperidin-4-yloxy)benzoylamino]pyridine-2-carboxamide). Yield: 90.3%. RXN SMILES: C(OC([N:8]1[CH2:13][CH2:12][CH:11]([O:14][C:15]2[CH:39]=[C:38]([S:40][CH3:41])[CH:37]=[CH:36][C:16]=2[C:17]([NH:19][C:20]2[C:21]([C:26]([NH:28][C:29]3[CH:34]=[CH:33][C:32]([Cl:35])=[CH:31][N:30]=3)=[O:27])=[N:22][CH:23]=[CH:24][CH:25]=2)=[O:18])[CH2:10][CH2:9]1)=O)(C)(C)C>C(O)(C(F)(F)F)=O>[Cl:35][C:32]1[CH:33]=[CH:34][C:29]([NH:28][C:26]([C:21]2[C:20]([NH:19][C:17](=[O:18])[C:16]3[CH:36]=[CH:37][C:38]([S:40][CH3:41])=[CH:39][C:15]=3[O:14][CH:11]3[CH2:12][CH2:13][NH:8][CH2:9][CH2:10]3)=[CH:25][CH:24]=[CH:23][N:22]=2)=[O:27])=[N:30][CH:31]=1. Procedure details: The 3-[2-(1-tert-butoxycarbonylpiperidin-4-yloxy)-4-(methylthio)benzoylamino]-N-(5-chloropyridin-2-yl)pyridine-2-carboxamide (184 mg, 0.31 mmol) was dissolved in TFA (4 mL). After 5 minutes, the reaction was concentrated in vacuo. The residue was diluted with dichloromethane (100 mL) and extracted with saturated aqueous sodium carbonate (2×10 mL). The organic layer was dried over sodium sulfate, filtered, and concentrated to give the desired product as a white solid (139 mg, 0.28 mmol, 90%).